This data is from the Open Reaction Database (ORD), a public repository of structured organic reaction records. The task is: describe an organic reaction: reactants, conditions, products, and yield The reactants are CON(C(C1=CC(=CC=C1)NC1=NC=NC(=C1)NC1=CC=C(C=C1)OC1=CC=CC=C1)=O)C (N-methoxy-N-methyl-3-(6-(4-phenoxyphenylamino)pyrimidin-4-ylamino)benzamide), CC(=C[Mg]Br)C (2-methylpropenylmagnesium bromide). The product is CC(C(=O)C1=CC(=CC=C1)NC1=NC=NC(=C1)NC1=CC=C(C=C1)OC1=CC=CC=C1)=C (2-methyl-1-(3-(6-(4-phenoxyphenylamino)pyrimidin-4-ylamino)phenyl)prop-2-en-1-one). As a reaction SMILES: CON(C)[C:4](=[O:32])[C:5]1[CH:10]=[CH:9][CH:8]=[C:7]([NH:11][C:12]2[CH:17]=[C:16]([NH:18][C:19]3[CH:24]=[CH:23][C:22]([O:25][C:26]4[CH:31]=[CH:30][CH:29]=[CH:28][CH:27]=4)=[CH:21][CH:20]=3)[N:15]=[CH:14][N:13]=2)[CH:6]=1.[CH3:34][C:35](C)=[CH:36][Mg]Br>>[CH3:36][C:35](=[CH2:34])[C:4]([C:5]1[CH:10]=[CH:9][CH:8]=[C:7]([NH:11][C:12]2[CH:17]=[C:16]([NH:18][C:19]3[CH:24]=[CH:23][C:22]([O:25][C:26]4[CH:31]=[CH:30][CH:29]=[CH:28][CH:27]=4)=[CH:21][CH:20]=3)[N:15]=[CH:14][N:13]=2)[CH:6]=1)=[O:32]. Procedure: To a N-methoxy-N-methyl-3-(6-(4-phenoxyphenylamino)pyrimidin-4-ylamino)benzamide (0.150 g, 0.340 mmol) at 0° C. was added 2-methylpropenylmagnesium bromide (6.8 mL, 3.4 mmol, 0.5 M solution in THF). The reaction mixture was allowed to stir at room temperature for min. It was quenched with saturated NH4Cl solution (0.5 mL) and was extracted with EtOAc (2×3 mL). The combined organic layer was washed with brine, dried over Na2SO4, filtered and concentrated under reduced pressure to get a white soli... Run in C(OC)COC (dimethoxyethane). Yield: 76.8%. Product: FC1=CC=C(C=C1)C1=CC=2N(C=C1)C(=CN2)C=2C=C(C=CC2)NC(=O)NCC(F)(F)F (1-{3-[7-(4-Fluoro-phenyl)-imidazo[1,2-a]pyridin-3-yl]-phenyl}-3-(2,2,2-trifluoro-ethyl)-urea). As a reaction SMILES: [F:1][C:2]1[CH:7]=[CH:6][C:5]([C:8]2[CH:13]=[CH:12][N:11]3[C:14](I)=[CH:15][N:16]=[C:10]3[CH:9]=2)=[CH:4][CH:3]=1.Br[C:19]1[CH:20]=[C:21]([NH:25][C:26]([NH:28][CH2:29][C:30]([F:33])([F:32])[F:31])=[O:27])[CH:22]=[CH:23][CH:24]=1.C(=O)([O-])[O-].[Na+].[Na+]>C(COC)OC.C1C=CC([P]([Pd]([P](C2C=CC=CC=2)(C2C=CC=CC=2)C2C=CC=CC=2)([P](C2C=CC=CC=2)(C2C=CC=CC=2)C2C=CC=CC=2)[P](C2C=CC=CC=2)(C2C=CC=CC=2)C2C=CC=CC=2)(C2C=CC=CC=2)C2C=CC=CC=2)=CC=1>[F:1][C:2]1[CH:7]=[CH:6][C:5]([C:8]2[CH:13]=[CH:12][N:11]3[C:14]([C:23]4[CH:22]=[C:21]([NH:25][C:26]([NH:28][CH2:29][C:30]([F:31])([F:32])[F:33])=[O:27])[CH:20]=[CH:19][CH:24]=4)=[CH:15][N:16]=[C:10]3[CH:9]=2)=[CH:4][CH:3]=1 |f:2.3.4,^1:49,51,70,89|. The reagents and catalysts are C=1C=CC(=CC1)[P](C=2C=CC=CC2)(C=3C=CC=CC3)[Pd]([P](C=4C=CC=CC4)(C=5C=CC=CC5)C=6C=CC=CC6)([P](C=7C=CC=CC7)(C=8C=CC=CC8)C=9C=CC=CC9)[P](C=1C=CC=CC1)(C=1C=CC=CC1)C=1C=CC=CC1 (Tetrakis(triphenylphosphine)palladium). Starting materials: FC1=CC=C(C=C1)C1=CC=2N(C=C1)C(=CN2)I (7-(4-fluoro-phenyl)-3-iodo-imidazo[1,2-a]pyridine), BrC=1C=C(C=CC1)NC(=O)NCC(F)(F)F (1-(3-bromo-phenyl)-3-(2,2,2-trifluoro-ethyl)-urea), C([O-])([O-])=O.[Na+].[Na+] (sodium carbonate). Procedure: A mixture of 7-(4-fluoro-phenyl)-3-iodo-imidazo[1,2-a]pyridine (10.1 g, 29.8 mmol), 1-(3-bromo-phenyl)-3-(2,2,2-trifluoro-ethyl)-urea (12.3 g, 35.8 mmol) and 2M sodium carbonate (120 mL) in dimethoxyethane (595 mL) was deoxygenated by evacuation/refill with N2 (×3). Tetrakis(triphenylphosphine)palladium (1.72 g, 1.49 mmol) was added, the resulting mixture was deoxygenated again (×3) and then heated at 80° C. under N2 overnight. The reaction was allowed to cool to RT, and solvents were removed un... Reaction conditions: temperature 80 celsius. The reactants are [N+](=O)([O-])C1=C2CCC=3C=CC(=C(C(=C1)Cl)C32)Cl (3-Nitro-5,6-dichloroacenaphthene), [H][H] (hydrogen). Reagents/catalysts: [Ni] (Raney-nickel). Solvent: O1CCCC1 (tetrahydrofuran). Reaction conditions: time 14 hour. The product is NC1=C2CCC=3C=CC(=C(C(=C1)Cl)C32)Cl (3-Amino-5,6-dichloroacenaphthene). Isolated yield 100.4%. Reaction SMILES: [N+:1]([C:4]1[CH:14]=[C:13]([Cl:15])[C:12]2[C:16]3[C:5]=1[CH2:6][CH2:7][C:8]=3[CH:9]=[CH:10][C:11]=2[Cl:17])([O-])=O.[H][H]>O1CCCC1.[Ni]>[NH2:1][C:4]1[CH:14]=[C:13]([Cl:15])[C:12]2[C:16]3[C:5]=1[CH2:6][CH2:7][C:8]=3[CH:9]=[CH:10][C:11]=2[Cl:17]. Reported procedure: A solution of 5,6-dichloro-3-nitroacenaphthene (3.7 g, 13.8 mmol, from Example C4) in 250 mL of tetrahydrofuran was treated with 1.0 g of Raney-nickel and shaken in a hydrogen atmosphere at 21° C. and a pressure of 52.8 psi for 14 hours. The catalyst was removed by filtration, and the solvent was removed in vacuo to give 3.3 g of the title compound. Starting materials: O=C([O-])O, [Na+], CCOC(=O)N=NC(=O)OCC, C1CCOC1, CC(=O)Nc1nc(CCc2ccc(CO)cc2)cs1, O=C1c2ccccc2C(=O)N1O, c1ccc(P(c2ccccc2)c2ccccc2)cc1. Product: CC(=O)Nc1nc(CCc2ccc(CON3C(=O)c4ccccc4C3=O)cc2)cs1. RXN SMILES: [C:63](=[O:64])([O-:65])[OH:66].[Na+:67].[O:51]=[C:52]([O:53][CH2:54][CH3:55])[N:56]=[N:57][C:58]([O:59][CH2:60][CH3:61])=[O:62].[O:68]1[CH2:69][CH2:70][CH2:71][CH2:72]1.[OH:1][CH2:2][c:3]1[cH:4][cH:5][c:6]([CH2:9][CH2:10][c:11]2[n:12][c:13]([NH:16][C:17]([CH3:18])=[O:19])[s:14][cH:15]2)[cH:7][cH:8]1.[OH:20][N:21]1[C:22](=[O:31])[c:23]2[cH:24][cH:25][cH:26][cH:27][c:28]2[C:29]1=[O:30].[c:32]1([P:33]([c:34]2[cH:35][cH:36][cH:37][cH:38][cH:39]2)[c:40]2[cH:41][cH:42][cH:43][cH:44][cH:45]2)[cH:46][cH:47][cH:48][cH:49][cH:50]1>>[O:1]([CH2:2][c:3]1[cH:4][cH:5][c:6]([CH2:9][CH2:10][c:11]2[n:12][c:13]([NH:16][C:17]([CH3:18])=[O:19])[s:14][cH:15]2)[cH:7][cH:8]1)[N:21]1[C:22](=[O:31])[c:23]2[cH:24][cH:25][cH:26][cH:27][c:28]2[C:29]1=[O:30]. Starting materials: C1(CCCC1)CCC(=O)NC=1C=C2C(=NC=NC2=CC1)NC=C(C(=O)OC)C(=O)OC (dimethyl [[6-(3-cyclopentylpropionamido)-4-quinazolinylamino]methylene]propanedioate). Run in C1(=CC=CC=C1)OC1=CC=CC=C1 (diphenyl ether). Run at temperature 255 celsius, time 15 minute. The product is O=C1C(=CN=C2N1C=NC=1C=CC(=CC21)NC(CCC2CCCC2)=O)C(=O)OC (methyl 4-oxo-10-(3-cyclopentylpropionamido)-4H-pyrimido[1,2-C]quinazoline-3-carboxylate). The yield is 70.5%. Reaction SMILES: [CH:1]1([CH2:6][CH2:7][C:8]([NH:10][C:11]2[CH:12]=[C:13]3[C:18](=[CH:19][CH:20]=2)[N:17]=[CH:16][N:15]=[C:14]3[NH:21][CH:22]=[C:23]([C:28]([O:30]C)=O)[C:24]([O:26][CH3:27])=[O:25])=[O:9])[CH2:5][CH2:4][CH2:3][CH2:2]1>C1(OC2C=CC=CC=2)C=CC=CC=1>[O:30]=[C:28]1[N:15]2[CH:16]=[N:17][C:18]3[CH:19]=[CH:20][C:11]([NH:10][C:8](=[O:9])[CH2:7][CH2:6][CH:1]4[CH2:2][CH2:3][CH2:4][CH2:5]4)=[CH:12][C:13]=3[C:14]2=[N:21][CH:22]=[C:23]1[C:24]([O:26][CH3:27])=[O:25]. Procedure details: A mixture of dimethyl [[6-(3-cyclopentylpropionamido)-4-quinazolinylamino]methylene]propanedioate (6.9 g) in diphenyl ether (53 ml) was stirred at 255° C. for 15 minutes and cooled to ambient temperature. The resulting solid was collected, washed with hexane and dried. There was obtained methyl 4-oxo-10-(3-cyclopentylpropionamido)-4H-pyrimido[1,2-C]quinazoline-3-carboxylate (4.5 g).